This data is from the Open Reaction Database (ORD), a public repository of structured organic reaction records. The task is: describe an organic reaction: reactants, conditions, products, and yield Reactants: [Cl-].[Al+3].[Cl-].[Cl-] (aluminum chloride), C(C)(=O)Cl (acetyl chloride), Cl (hydrochloric acid), C(C)C1CCSC2=C(C=CC(=C12)C)C (4-ethyl-5,8-dimethylthiochroman). The solvent is ClCCl (dichloromethane), ClCCl (dichloromethane). Conditions: time 1.5 hour. Product: C(C)(=O)C=1C(=C2C(CCSC2=C(C1)C)CC)C (6-acetyl-4-ethyl-5,8-dimethylthiochroman). The yield is 72.2%. RXN SMILES: [CH2:1]([CH:3]1[C:12]2[C:7](=[C:8]([CH3:14])[CH:9]=[CH:10][C:11]=2[CH3:13])[S:6][CH2:5][CH2:4]1)[CH3:2].[Cl-].[Al+3].[Cl-].[Cl-].[C:19](Cl)(=[O:21])[CH3:20].Cl>ClCCl>[C:19]([C:10]1[C:11]([CH3:13])=[C:12]2[C:7](=[C:8]([CH3:14])[CH:9]=1)[S:6][CH2:5][CH2:4][CH:3]2[CH2:1][CH3:2])(=[O:21])[CH3:20] |f:1.2.3.4|. Procedure: A mixed solution containing 1.91 g (9.26 mmol) of the 4-ethyl-5,8-dimethylthiochroman and dichloromethane was dropwise added to a mixed solution containing 1.49 g (11.1 mmol) of aluminum chloride, 0.82 ml (11.6 mmol) of acetyl chloride and 6 ml of dichloromethane at 0° C., and the mixture was stirred for 1.5 hours. The reaction mixture was poured into ice and a solution containing 5% hydrochloric acid and extracted with dichloromethane. The extract was washed with a saturated sodium hydrogencarb...